Dataset: the Open Reaction Database (ORD), a public repository of structured organic reaction records. Task: describe an organic reaction: reactants, conditions, products, and yield Reactants: C1CCC2=NCCCN2CC1, Cc1cnc(CN)c(C)c1, COCCOC, Cl, Cl, CS(=O)c1nc(N)nc(-n2cccn2)c1C#N. Product: Cc1cnc(CNc2nc(N)nc(-n3cccn3)c2C#N)c(C)c1. Reaction SMILES: [CH2:30]1[CH2:31][CH2:32][C:33]2=[N:38][CH2:37][CH2:36][CH2:35][N:34]2[CH2:39][CH2:40]1.[CH3:20][c:21]1[c:22]([CH2:28][NH2:29])[n:23][cH:24][c:25]([CH3:27])[cH:26]1.[CH3:41][O:42][CH2:43][CH2:44][O:45][CH3:46].[ClH:18].[ClH:19].[NH2:1][c:2]1[n:3][c:4](-[n:13]2[n:14][cH:15][cH:16][cH:17]2)[c:5]([C:11]#[N:12])[c:6]([S:8]([CH3:9])=[O:10])[n:7]1>>[NH2:1][c:2]1[n:3][c:4](-[n:13]2[n:14][cH:15][cH:16][cH:17]2)[c:5]([C:11]#[N:12])[c:6]([NH:29][CH2:28][c:22]2[c:21]([CH3:20])[cH:26][c:25]([CH3:27])[cH:24][n:23]2)[n:7]1.